This data is from the Open Reaction Database (ORD), a public repository of structured organic reaction records. The task is: describe an organic reaction: reactants, conditions, products, and yield The reactants are [Cl-].[Al+3].[Cl-].[Cl-] (aluminum chloride), C(C)(C)C1=CC=C(C(=O)Cl)C=C1 (ρ-isopropylbenzoyl chloride), CN1C(=CC=C1)CC#N (1-methylpyrrole-2-acetonitrile). The solvent is ClCCCl (1,2-dichloroethane), ClCCCl (1,2-dichloroethane). The product is C(C)(C)C1=CC=C(C(=O)C2=CC=C(N2C)CC#N)C=C1 (5-(ρ-isopropylbenzoyl)-1-methylpyrrole-2-acetonitrile). RXN SMILES: [Cl-].[Al+3].[Cl-].[Cl-].[CH:5]([C:8]1[CH:16]=[CH:15][C:11]([C:12](Cl)=[O:13])=[CH:10][CH:9]=1)([CH3:7])[CH3:6].[CH3:17][N:18]1[CH:22]=[CH:21][CH:20]=[C:19]1[CH2:23][C:24]#[N:25]>ClCCCl>[CH:5]([C:8]1[CH:16]=[CH:15][C:11]([C:12]([C:22]2[N:18]([CH3:17])[C:19]([CH2:23][C:24]#[N:25])=[CH:20][CH:21]=2)=[O:13])=[CH:10][CH:9]=1)([CH3:7])[CH3:6] |f:0.1.2.3|. Reported procedure: To a suspension of 17.5 g. (0.131 mole) aluminum chloride in 60 ml. 1,2-dichloroethane is added 24 g. (0.131 mole) ρ-isopropylbenzoyl chloride. The resulting mixture is added slowly and dropwise to a chilled solution (0° C.) of 15.7 g. (0.131 mole) 1-methylpyrrole-2-acetonitrile in 100 ml. of 1,2-dichloroethane. After addition is complete, the mixture is stirred at room temperature for twenty minutes and heated at reflux for three minutes. The reaction mixture is then cooled and poured into ice-... The reactants are COC(=O)C1N(CC(C1)(F)CCCC)C(=O)OC(C)(C)C (4-butyl-4-fluoro-pyrrolidine-1,2-dicarboxylic acid 1-tert-butyl ester 2-methyl ester), O.[OH-].[Li+] (lithium hydroxide monohydrate). Solvent: C1CCOC1 (THF), O (water). Reaction conditions: time 16 hour. Product: C(C)(C)(C)OC(=O)N1C(CC(C1)(F)CCCC)C(=O)O (4-butyl-4-fluoro-pyrrolidine-1,2-dicarboxylic acid 1-tert-butyl ester). Isolated yield 101.0%. RXN SMILES: C[O:2][C:3]([CH:5]1[CH2:9][C:8]([CH2:11][CH2:12][CH2:13][CH3:14])([F:10])[CH2:7][N:6]1[C:15]([O:17][C:18]([CH3:21])([CH3:20])[CH3:19])=[O:16])=[O:4].O.[OH-].[Li+]>C1COCC1.O>[C:18]([O:17][C:15]([N:6]1[CH2:7][C:8]([CH2:11][CH2:12][CH2:13][CH3:14])([F:10])[CH2:9][CH:5]1[C:3]([OH:4])=[O:2])=[O:16])([CH3:19])([CH3:20])[CH3:21] |f:1.2.3|. Procedure: To a solution of 4-butyl-4-fluoro-pyrrolidine-1,2-dicarboxylic acid 1-tert-butyl ester 2-methyl ester (270 mg, 0.89 mmol) in THF (12 mL) and water (4 mL), was added lithium hydroxide monohydrate (45 mg, 1.07 mmol). The reaction mixture was stirred at room temperature for 16 hours. THF was removed under vacuum and the residue was taken up in ethyl acetate (150 mL), washed with 10% citric acid (100 mL) and brine (20 mL). Removal of solvent provided 4-butyl-4-fluoro-pyrrolidine-1,2-dicarboxylic aci... The reactants are ClC1=C(C=C(CNC(OC(C)(C)C)=O)C=C1)N=C=S (tert-butyl 4-chloro-3-isothiocyanatobenzylcarbamate), NC=1C=C(C(=O)OC)C=CC1NC (methyl 3-amino-4-methylaminobenzoate). Yields the product C(C)(C)(C)OC(=O)NCC=1C=CC(=C(C1)NC1=NC2=C(N1C)C=CC(=C2)C(=O)OC)Cl (Methyl 2-{5-[(tert-Butoxycarbonylamino)methyl]-2-chlorophenylamino}-1-methylbenzimidazole-5-carboxylate). As a reaction SMILES: [Cl:1][C:2]1[CH:16]=[CH:15][C:5]([CH2:6][NH:7][C:8](=[O:14])[O:9][C:10]([CH3:13])([CH3:12])[CH3:11])=[CH:4][C:3]=1[N:17]=[C:18]=S.[NH2:20][C:21]1[CH:22]=[C:23]([CH:28]=[CH:29][C:30]=1[NH:31][CH3:32])[C:24]([O:26][CH3:27])=[O:25]>>[C:10]([O:9][C:8]([NH:7][CH2:6][C:5]1[CH:15]=[CH:16][C:2]([Cl:1])=[C:3]([NH:17][C:18]2[N:31]([CH3:32])[C:30]3[CH:29]=[CH:28][C:23]([C:24]([O:26][CH3:27])=[O:25])=[CH:22][C:21]=3[N:20]=2)[CH:4]=1)=[O:14])([CH3:13])([CH3:12])[CH3:11]. Procedure: The sub-title compound was prepared from tert-butyl 4-chloro-3-isothiocyanatobenzylcarbamate (see Example 2d) and methyl 3-amino-4-methylaminobenzoate according to Example 3, step (g). Yield: 60.4%. Yields the product C(N)(=O)C=1C=C2C(CCNC2=C(C1)C(=O)O)C(=O)O (6-Carbamoyl-1,2,3,4-tetrahydroquinoline-4,8-dicarboxylic acid). Procedure details: A mixture of dibenzyl 6-cyano-1,2,3,4-tetrahydroquinoline-4.8 dicarboxylate (5 g), sodium hydroxide (4 g) in ethanol (50 ml) and water (500 ml) was refluxed for 18 hours. After cooling, water (100 ml) was added thereto. The mixture was adjusted to pH 2 by the addition of concentrated hydrochloric acid. The resulting precipitate was collected by filtration, washed with water and dried to give the title compound (1.87 g, 60.5%) which was recrystallized from DMF-ethanol to white crystals, mp 265° C... RXN SMILES: [C:1]([C:3]1[CH:4]=[C:5]2[C:10](=[C:11]([C:13]([O:15]CC3C=CC=CC=3)=[O:14])[CH:12]=1)[NH:9][CH2:8][CH2:7][CH:6]2[C:23]([O:25]CC1C=CC=CC=1)=[O:24])#[N:2].[OH-:33].[Na+].Cl>C(O)C.O>[C:1]([C:3]1[CH:4]=[C:5]2[C:10](=[C:11]([C:13]([OH:15])=[O:14])[CH:12]=1)[NH:9][CH2:8][CH2:7][CH:6]2[C:23]([OH:25])=[O:24])(=[O:33])[NH2:2] |f:1.2|. Run in C(C)O (ethanol), O (water), O (water). Reactants: C(#N)C=1C=C2C(CCNC2=C(C1)C(=O)OCC1=CC=CC=C1)C(=O)OCC1=CC=CC=C1 (dibenzyl 6-cyano-1,2,3,4-tetrahydroquinoline-4.8 dicarboxylate), [OH-].[Na+] (sodium hydroxide), Cl (hydrochloric acid). Starting materials: Cl.C(C)N(CCCl)CC (2-(diethylamino)ethylchloride hydrochloride), NCCO (2-aminoethanol), aqueous solution. Run in [OH-].[Na+] (sodium hydroxide). Run at temperature 120 celsius, time 5 hour. Product: C(C)N(CCNCCO)CC (N,N-diethyl-N′-(2-hydroxyethyl)ethylenediamine). Isolated yield 43.1%. As a reaction SMILES: Cl.[CH2:2]([N:4]([CH2:8][CH3:9])[CH2:5][CH2:6]Cl)[CH3:3].[NH2:10][CH2:11][CH2:12][OH:13]>[OH-].[Na+]>[CH2:2]([N:4]([CH2:8][CH3:9])[CH2:5][CH2:6][NH:10][CH2:11][CH2:12][OH:13])[CH3:3] |f:0.1,3.4|. Reported procedure: A mixture of 2-(diethylamino)ethylchloride hydrochloride (18 g, 0.11 mol) and 2-aminoethanol (19 mL, 0.32 mol) was stirred at 120° C. for 5 hours. After the reaction mixture was cooled to room temperature, a 1.0 mol/L aqueous solution of sodium hydroxide (40 mL) was added thereto, and the mixture was extracted with chloroform (100 mL×6). The organic layer was dried over anhydrous sodium sulfate and then concentrated under reduced pressure. The resulting residue was distilled to obtain N,N-diethy... Starting materials: C(C)(=O)OC(C)=O (Acetic anhydride), ice water, [N+](=O)(O)[O-] (nitric acid), C(C)(=O)OCCC(CNCC(CCOC(C)=O)([N+](=O)[O-])[N+](=O)[O-])([N+](=O)[O-])[N+](=O)[O-] (3,3,7,7-tetranitro-5-azanonane-1,9-diol-1,9-diacetate). Run at time 8 hour. Yields the product C(C)(=O)OCCC(CN(CC(CCOC(C)=O)([N+](=O)[O-])[N+](=O)[O-])[N+](=O)[O-])([N+](=O)[O-])[N+](=O)[O-] (3,3,5,7,7-Pentanitro-5-azanonane-1,9-diol-1,9-diacetate). As a reaction SMILES: C(OC(=O)C)(=O)C.[N+:8]([O-])([OH:10])=[O:9].[C:12]([O:15][CH2:16][CH2:17][C:18]([N+:38]([O-:40])=[O:39])([N+:35]([O-:37])=[O:36])[CH2:19][NH:20][CH2:21][C:22]([N+:32]([O-:34])=[O:33])([N+:29]([O-:31])=[O:30])[CH2:23][CH2:24][O:25][C:26](=[O:28])[CH3:27])(=[O:14])[CH3:13]>>[C:26]([O:25][CH2:24][CH2:23][C:22]([N+:32]([O-:34])=[O:33])([N+:29]([O-:31])=[O:30])[CH2:21][N:20]([N+:8]([O-:10])=[O:9])[CH2:19][C:18]([N+:38]([O-:40])=[O:39])([N+:35]([O-:37])=[O:36])[CH2:17][CH2:16][O:15][C:12](=[O:14])[CH3:13])(=[O:28])[CH3:27]. Procedure details: Acetic anhydride (315 ml) was stirred in an ice bath to maintain a temperature of 20°-23° C. during the slow addition of 95 ml of 90 percent nitric acid. The solution was then cooled to 5° C. while 3,3,7,7-tetranitro-5-azanonane-1,9-diol-1,9-diacetate was added in portions with good stirring. The solution was stirred at ambient temperature overnight before it was poured into ice water. The mixture was stirred for one hour and the solid (66.5 g, 97 percent, mp 87°-89° C.) was removed by filtratio...